Task: describe an organic reaction: reactants, conditions, products, and yield. Dataset: the Open Reaction Database (ORD), a public repository of structured organic reaction records Starting materials: O=S(=O)(Cl)c1ccc(Br)cc1, CC(C)=O, Cl, COC(=O)C(N)C(C)C, [Na+], [Na+], O=C([O-])[O-]. Yields the product COC(=O)C(NS(=O)(=O)c1ccc(Br)cc1)C(C)C. Reaction SMILES: [Br:17][c:18]1[cH:19][cH:20][c:21]([S:24](=[O:25])(=[O:26])[Cl:27])[cH:22][cH:23]1.[CH3:28][C:29](=[O:30])[CH3:31].[ClH:1].[NH2:2][CH:3]([CH:4]([CH3:5])[CH3:6])[C:7](=[O:8])[O:9][CH3:10].[Na+:11].[Na+:12].[O-:13][C:14](=[O:15])[O-:16]>>[NH:2]([CH:3]([CH:4]([CH3:5])[CH3:6])[C:7](=[O:8])[O:9][CH3:10])[S:24]([c:21]1[cH:20][cH:19][c:18]([Br:17])[cH:23][cH:22]1)(=[O:25])=[O:26]. Starting materials: Cl (HCl), ClC1=CC=C(CNC(=O)C2=CN(C3=CC=C(C=C3C2=O)CO)CCOCCOC)C=C1 (N-(4-chlorobenzyl)-6-(hydroxymethyl)-1-[2-(2-methoxyethoxy)ethyl]4-oxo-1,4-dihydro-3-quinolinecarboxamide), N1=C(C=C(C=C1C)C)C (2,4,6-collidine), CS(=O)(=O)Cl (methanesulfonyl choride). Reagents/catalysts: CN(C)C=1C=CN=CC1 (DMAP). Run in O (water), CN(C)C=O (DMF). Conditions: temperature 0 celsius, time 18 hour. Yields the product ClC1=CC=C(CNC(=O)C2=CN(C3=CC=C(C=C3C2=O)CCl)CCOCCOC)C=C1 (N-(4-chlorobenzyl)-6-(chloromethyl)-1-[2-(2-methoxyethoxy)ethyl]4-oxo-1,4-dihydro-3-quinolinecarboxamide). As a reaction SMILES: [Cl:1][C:2]1[CH:31]=[CH:30][C:5]([CH2:6][NH:7][C:8]([C:10]2[C:19](=[O:20])[C:18]3[C:13](=[CH:14][CH:15]=[C:16]([CH2:21]O)[CH:17]=3)[N:12]([CH2:23][CH2:24][O:25][CH2:26][CH2:27][O:28][CH3:29])[CH:11]=2)=[O:9])=[CH:4][CH:3]=1.N1C(C)=CC(C)=CC=1C.CS([Cl:45])(=O)=O.Cl>CN(C=O)C.CN(C1C=CN=CC=1)C.O>[Cl:1][C:2]1[CH:3]=[CH:4][C:5]([CH2:6][NH:7][C:8]([C:10]2[C:19](=[O:20])[C:18]3[C:13](=[CH:14][CH:15]=[C:16]([CH2:21][Cl:45])[CH:17]=3)[N:12]([CH2:23][CH2:24][O:25][CH2:26][CH2:27][O:28][CH3:29])[CH:11]=2)=[O:9])=[CH:30][CH:31]=1. Procedure: To a stirred solution of N-(4-chlorobenzyl)-6-(hydroxymethyl)-1-[2-(2-methoxyethoxy)ethyl]4-oxo-1,4-dihydro-3-quinolinecarboxamide (197 mg) from Preparation No. 41 in DMF (1 mL) is added 2,4,6-collidine (0.14 mL) and DMAP (8 mg). The solution is cooled to 0° C., and methanesulfonyl choride (69 μL) is added. After 18 h, the mixture is added to 20 mL of rapidly stirred water containing 0.75 mL of 1N HCl. The resulting precipitate is filtered, washed well with water, and dried in vacuo to afford 18... The solvent is O1CCCC1 (tetrahydrofuran), C(C)(=O)OCC (ethyl acetate). RXN SMILES: [CH2:1]([O:3][CH2:4][CH2:5][N:6]1[C:10]2[CH:11]=[CH:12][CH:13]=[CH:14][C:9]=2[N:8]=[C:7]1[N:15]1[CH2:21][CH2:20][CH2:19][N:18]([CH2:22][CH2:23][C:24]2([C:29]3[CH:34]=[CH:33][CH:32]=[CH:31][CH:30]=3)[CH2:28][CH2:27][NH:26][CH2:25]2)[CH2:17][CH2:16]1)[CH3:2].C(N(CC)C(C)C)(C)C.[CH3:44][O:45][C:46]1[CH:54]=[CH:53][C:52]([CH2:55][N:56]2[CH:60]=[CH:59][N:58]=[N:57]2)=[CH:51][C:47]=1[C:48](Cl)=[O:49].CO.ClCCl>O1CCCC1.C(OCC)(=O)C>[CH3:44][O:45][C:46]1[CH:54]=[CH:53][C:52]([CH2:55][N:56]2[CH:60]=[CH:59][N:58]=[N:57]2)=[CH:51][C:47]=1[C:48]([N:26]1[CH2:27][CH2:28][C:24]([CH2:23][CH2:22][N:18]2[CH2:19][CH2:20][CH2:21][N:15]([C:7]3[N:6]([CH2:5][CH2:4][O:3][CH2:1][CH3:2])[C:10]4[CH:11]=[CH:12][CH:13]=[CH:14][C:9]=4[N:8]=3)[CH2:16][CH2:17]2)([C:29]2[CH:34]=[CH:33][CH:32]=[CH:31][CH:30]=2)[CH2:25]1)=[O:49] |f:3.4|. Run at time 18 hour. Starting materials: CO.ClCCl (methanol dichloromethane), C(C)OCCN1C(=NC2=C1C=CC=C2)N2CCN(CCC2)CCC2(CNCC2)C2=CC=CC=C2 (3-(2-(4-(1-(2-ethoxyethyl)-1H-benzimidazol-2-yl)[1,4]diazepan-1-yl)ethyl)-3-phenylpyrrolidine), C(C)(C)N(C(C)C)CC (N,N-diisopropylethylamine), COC1=C(C(=O)Cl)C=C(C=C1)CN1N=NC=C1 (2-methoxy-5-(1H-triazol-1-ylmethyl)benzoyl chloride). Procedure details: Combine 3-(2-(4-(1-(2-ethoxyethyl)-1H-benzimidazol-2-yl)[1,4]diazepan-1-yl)ethyl)-3-phenylpyrrolidine (0.48 g, 1.04 mmol), N,N-diisopropylethylamine (0.35 mL), and 2-methoxy-5-(1H-triazol-1-ylmethyl)benzoyl chloride (0.22 g, 0.94 mmol) in tetrahydrofuran (50 mL). After 18 hours, dilute the reaction mixture with ethyl acetate and extract with a saturated aqueous sodium bicarbonate solution and then brine. Dry the organic layer over Na2SO4, filter, and concentrate in vacuo to give a residue. Chrom... The product is COC1=C(C(=O)N2CC(CC2)(C2=CC=CC=C2)CCN2CCN(CCC2)C2=NC3=C(N2CCOCC)C=CC=C3)C=C(C=C1)CN1N=NC=C1 (1-(2-Methoxy-5-(1H-triazol-1-ylmethyl)benzoyl)-3-(2-(4-(1-(2-ethoxyethyl)-1H-benzimidazol-2-yl)[1,4]diazepan-1-yl)ethyl)-3-phenylpyrrolidine). The reactants are [BH4-].[Na+] (sodium borohydride), S1C=C(C=C1)C=1C=C(C=CC1)/C=C/C1=CC=C(S1)C=O ((E)-5-[2-[3-(3-thienyl)phenyl]ethenyl]-2-thiophenecarboxaldehyde). Yields the product S1C=C(C=C1)C=1C=C(C=CC1)/C=C/C1=CC=C(S1)CO ((E)-5-[2-[3-(3-thienyl)phenyl]ethenyl]-2-thienylmethanol). Reaction SMILES: [BH4-].[Na+].[S:3]1[CH:7]=[CH:6][C:5]([C:8]2[CH:9]=[C:10](/[CH:14]=[CH:15]/[C:16]3[S:20][C:19]([CH:21]=[O:22])=[CH:18][CH:17]=3)[CH:11]=[CH:12][CH:13]=2)=[CH:4]1>>[S:3]1[CH:7]=[CH:6][C:5]([C:8]2[CH:9]=[C:10](/[CH:14]=[CH:15]/[C:16]3[S:20][C:19]([CH2:21][OH:22])=[CH:18][CH:17]=3)[CH:11]=[CH:12][CH:13]=2)=[CH:4]1 |f:0.1|. Procedure details: Using sodium borohydride, the resulting aldehyde compound is reduced in a customary manner to give the captioned alcohol compound. Reactants: COc1ccc(-c2nn(Cc3ccccc3)c(=O)c(C(=O)O)c2-c2ccc(OC)cc2)cc1, CNC, Cl. Product: COc1ccc(-c2nn(Cc3ccccc3)c(=O)c(C(=O)N(C)C)c2-c2ccc(OC)cc2)cc1. Reaction SMILES: [CH2:1]([c:2]1[cH:3][cH:4][cH:5][cH:6][cH:7]1)[n:8]1[n:9][c:10](-[c:26]2[cH:27][cH:28][c:29]([O:32][CH3:33])[cH:30][cH:31]2)[c:11](-[c:18]2[cH:19][cH:20][c:21]([O:24][CH3:25])[cH:22][cH:23]2)[c:12]([C:15](=[O:16])[OH:17])[c:13]1=[O:14].[CH3:35][NH:36][CH3:37].[ClH:34]>>[CH2:1]([c:2]1[cH:3][cH:4][cH:5][cH:6][cH:7]1)[n:8]1[n:9][c:10](-[c:26]2[cH:27][cH:28][c:29]([O:32][CH3:33])[cH:30][cH:31]2)[c:11](-[c:18]2[cH:19][cH:20][c:21]([O:24][CH3:25])[cH:22][cH:23]2)[c:12]([C:15](=[O:17])[N:36]([CH3:35])[CH3:37])[c:13]1=[O:14]. The reactants are C(C1=CC=CC=C1)OC1=C(C=CC(=C1)C(=O)NCC)N1N=NC(=C1C)C(=O)O (1-{2-(benzyloxy)-4-[(ethylamino)carbonyl]phenyl}-5-methyl-1H-1,2,3-triazole-4-carboxylic acid), CCN=C=NCCCN(C)C (WSC), C1(CC1)N (cyclopropylamine), C=1C=CC2=C(C1)N=NN2O (HOBt). Solvent: CN(C)C=O (DMF), C(C)N(CC)CC (triethylamine), O (Water). Reaction conditions: time 8 hour. Product: C(C1=CC=CC=C1)OC1=C(C=CC(=C1)C(=O)NCC)N1N=NC(=C1C)C(=O)NC1CC1 (1-{2-(benzyloxy)-4-[(ethylamino)carbonyl]phenyl}-N-cyclopropyl-5-methyl-1H-1,2,3-triazole-4-carboxamide). As a reaction SMILES: [CH2:1]([O:8][C:9]1[CH:14]=[C:13]([C:15]([NH:17][CH2:18][CH3:19])=[O:16])[CH:12]=[CH:11][C:10]=1[N:20]1[C:24]([CH3:25])=[C:23]([C:26](O)=[O:27])[N:22]=[N:21]1)[C:2]1[CH:7]=[CH:6][CH:5]=[CH:4][CH:3]=1.[CH:29]1([NH2:32])[CH2:31][CH2:30]1.C1C=CC2N(O)N=NC=2C=1.CCN=C=NCCCN(C)C>CN(C=O)C.O.C(N(CC)CC)C>[CH2:1]([O:8][C:9]1[CH:14]=[C:13]([C:15]([NH:17][CH2:18][CH3:19])=[O:16])[CH:12]=[CH:11][C:10]=1[N:20]1[C:24]([CH3:25])=[C:23]([C:26]([NH:32][CH:29]2[CH2:31][CH2:30]2)=[O:27])[N:22]=[N:21]1)[C:2]1[CH:3]=[CH:4][CH:5]=[CH:6][CH:7]=1. Procedure: To a solution of 1-{2-(benzyloxy)-4-[(ethylamino)carbonyl]phenyl}-5-methyl-1H-1,2,3-triazole-4-carboxylic acid (3.95 g) obtained in Example 140a) in DMF (30 ml) were successively added cyclopropylamine (0.86 ml), triethylamine (1.73 ml), HOBt (1.91 g) and WSC (2.40 g), and the reaction mixture was stirred at room temperature overnight. Water was added to the reaction mixture, and the mixture was extracted with ethyl acetate. The organic layer was dried over anhydrous sodium sulfate, and the solv... Starting materials: CCOCC, [Cu]I, Nc1ccc(I)cc1F, C#C[Si](C)(C)C. The product is C[Si](C)(C)C#Cc1ccc(N)c(F)c1. Reaction SMILES: [CH3:16][CH2:17][O:18][CH2:19][CH3:20].[Cu:21][I:22].[F:1][c:2]1[c:3]([NH2:4])[cH:5][cH:6][c:7]([I:9])[cH:8]1.[Si:10]([CH3:11])([CH3:12])([CH3:13])[C:14]#[CH:15]>>[F:1][c:2]1[c:3]([NH2:4])[cH:5][cH:6][c:7]([C:15]#[C:14][Si:10]([CH3:11])([CH3:12])[CH3:13])[cH:8]1. Procedure details: Prepared according to the method described in Example 37 step c from 5-bromo-6-[hydroxy(1-methyl-1H-benzimidazol-2-yl)methyl]-3-methyl-1-(2-methylpropyl)-thieno[2,3-d]pyrimidine-2,4(1H,3H)-dione (5.0 g), 4-methylmorpholine-N-oxide (1.84 g), powdered 4 Å sieves (5.0 g) and tetra-n-propyl-ammonium perruthenate (0.18 g) in dry dichloromethane (170 ml) with stirring at room temperature for 24 hours. After work up, the residue was purified by column chromatography over silica eluting with a gradient ... Yield: 58.8%. The reagents and catalysts are [Ru](=O)(=O)(=O)[O-].C(CC)[N+](CCC)(CCC)CCC (tetra-n-propyl-ammonium perruthenate). RXN SMILES: [Br:1][C:2]1[C:10]2[C:9](=[O:11])[N:8]([CH3:12])[C:7](=[O:13])[N:6]([CH2:14][CH:15]([CH3:17])[CH3:16])[C:5]=2[S:4][C:3]=1[CH:18]([OH:29])[C:19]1[N:23]([CH3:24])[C:22]2[CH:25]=[CH:26][CH:27]=[CH:28][C:21]=2[N:20]=1.C[N+]1([O-])CCOCC1>ClCCl.[Ru]([O-])(=O)(=O)=O.C([N+](CCC)(CCC)CCC)CC>[Br:1][C:2]1[C:10]2[C:9](=[O:11])[N:8]([CH3:12])[C:7](=[O:13])[N:6]([CH2:14][CH:15]([CH3:17])[CH3:16])[C:5]=2[S:4][C:3]=1[C:18]([C:19]1[N:23]([CH3:24])[C:22]2[CH:25]=[CH:26][CH:27]=[CH:28][C:21]=2[N:20]=1)=[O:29] |f:3.4|. Reaction conditions: time 24 hour. Run in ClCCl (dichloromethane). The reactants are BrC1=C(SC=2N(C(N(C(C21)=O)C)=O)CC(C)C)C(C2=NC1=C(N2C)C=CC=C1)O (5-bromo-6-[hydroxy(1-methyl-1H-benzimidazol-2-yl)methyl]-3-methyl-1-(2-methylpropyl)-thieno[2,3-d]pyrimidine-2,4(1H,3H)-dione), C[N+]1(CCOCC1)[O-] (4-methylmorpholine-N-oxide). Product: BrC1=C(SC=2N(C(N(C(C21)=O)C)=O)CC(C)C)C(=O)C2=NC1=C(N2C)C=CC=C1 (5-Bromo-3-methyl-6-[(1-methyl-1H-benzimidazol-2-yl)carbonyl]-1-(2-methylpropyl)-thieno[2,3-d]pyrimidine-2,4(1H,3H)-dione). Reactants: O=C1C(C#N)=CC(=CN1)C=1C=NC=CC1 (1,2-dihydro-2-oxo-5-(3-pyridinyl)nicotinonitrile), O (water), S(O)(O)(=O)=O (sulfuric acid), [OH-] (hydroxide). The product is O=C1C(C(=O)O)=CC(=CN1)C=1C=NC=CC1 (1,2-Dihydro-2-oxo-5-(3-pyridinyl)nicotinic acid). RXN SMILES: [O:1]=[C:2]1[NH:9][CH:8]=[C:7]([C:10]2[CH:11]=[N:12][CH:13]=[CH:14][CH:15]=2)[CH:6]=[C:3]1[C:4]#N.S(=O)(=O)(O)O.[OH-:21].[OH2:22]>>[O:1]=[C:2]1[NH:9][CH:8]=[C:7]([C:10]2[CH:11]=[N:12][CH:13]=[CH:14][CH:15]=2)[CH:6]=[C:3]1[C:4]([OH:22])=[O:21]. Reported procedure: A mixture containing 41 g. of 1,2-dihydro-2-oxo-5-(3-pyridinyl)nicotinonitrile and 410 ml. of 50% aqueous sulfuric acid was refluxed for two hours and then poured into 1.5 kg. of a mixture of ice and water. The acidic mixture was neutralized with 35% aqueous hydroxide solution and the mixture cooled. The separated solid was collected, washed with water and dried in vacuo at 80° C. to yield 47 g. of 1,2-dihydro-2-oxo-5-(3-pyridinyl)nicotinic acid which was used directly without further purificati...